Dataset: the Open Reaction Database (ORD), a public repository of structured organic reaction records. Task: describe an organic reaction: reactants, conditions, products, and yield Reactants: C(C)(=O)NC1=CC=C(C=C1)NC1=C(C=C(C(=O)O)C=C1S(NC1=C(C=CC=C1)NC(C)=O)(=O)=O)NCC1=CC=CC=C1 (4-(4-acetamidophenylamino)-3-benzylamino-5-(2-acetamidophenylsulfamoyl)-benzoic acid). The solvent is [OH-].[Na+] (sodium hydroxide). Product: NC1=CC=C(C=C1)NC1=C(C=C(C(=O)O)C=C1S(NC1=C(C=CC=C1)N)(=O)=O)NCC1=CC=CC=C1 (4-(4-aminophenylamino)-3-benzylamino-5-(2-aminophenylsulfamoyl)-benzoic acid). Reaction SMILES: C([NH:4][C:5]1[CH:10]=[CH:9][C:8]([NH:11][C:12]2[C:20]([S:21](=[O:34])(=[O:33])[NH:22][C:23]3[CH:28]=[CH:27][CH:26]=[CH:25][C:24]=3[NH:29]C(=O)C)=[CH:19][C:15]([C:16]([OH:18])=[O:17])=[CH:14][C:13]=2[NH:35][CH2:36][C:37]2[CH:42]=[CH:41][CH:40]=[CH:39][CH:38]=2)=[CH:7][CH:6]=1)(=O)C>[OH-].[Na+]>[NH2:4][C:5]1[CH:10]=[CH:9][C:8]([NH:11][C:12]2[C:20]([S:21](=[O:34])(=[O:33])[NH:22][C:23]3[CH:28]=[CH:27][CH:26]=[CH:25][C:24]=3[NH2:29])=[CH:19][C:15]([C:16]([OH:18])=[O:17])=[CH:14][C:13]=2[NH:35][CH2:36][C:37]2[CH:38]=[CH:39][CH:40]=[CH:41][CH:42]=2)=[CH:7][CH:6]=1 |f:1.2|. Procedure details: The mixture of 2 g of 4-(4-acetamidophenylamino)-3-benzylamino-5-(2-acetamidophenylsulfamoyl)-benzoic acid and 20 ml of 2 N aqueous sodium hydroxide is refluxed for 6 hours under nitrogen. After cooling to room temperature it is filtered, the filtrate acidified with glacial acetic acid to a pH of 4-5 and the precipitate formed filtered off. It is washed with water, taken up in 50 ml of 505 hot aqueous ethanol, the precipitate formed after cooling is filtered off and again recrystallized from 25 ... The reactants are C=1C(=CC(=C(C1O)O)O)C(=O)O[C@H]2[C@@H]([C@@H]3[C@@H]([C@H](O2)COC(=O)C=4C=C(C(=C(C4C5=C(C=C(C(=C5O)O)O)C(=O)O3)O)O)O)O)O (corilagin), Cl (HCl). Run at time 1 hour. Product: C1=C2C=3C=4C(=CC(=C(C4OC2=O)O)O)C(=O)OC3C(=C1O)O (ellagic acid), O=C[C@H](O)[C@@H](O)[C@H](O)[C@H](O)CO (glucose). RXN SMILES: [CH:1]1[C:2]([C:10]([O:12][C@@H:13]2[O:18][C@@H:17]3[CH2:19][O:20]C(C4C=C(O)C(O)=C(O)C=4C4C(O)=C(O)C(O)=CC=4C([O:40][C@@H:15]([C@@H:16]3[OH:44])[C@H:14]2[OH:45])=O)=O)=[O:11])=[CH:3][C:4](O)=[C:5]([OH:8])[C:6]=1[OH:7].Cl>>[CH:1]1[C:6]([OH:7])=[C:5]([OH:8])[C:4]2[O:12][C:10](=[O:11])[C:2]3=[CH:1][C:6]([OH:7])=[C:5]([OH:8])[C:4]4[O:12][C:10](=[O:11])[C:2]=1[C:3]=2[C:3]=43.[O:12]=[CH:13][C@@H:14]([C@H:15]([C@@H:16]([C@@H:17]([CH2:19][OH:20])[OH:18])[OH:44])[OH:40])[OH:45]. Procedure: Hydrolysis of corilagin with 0.1N HCl was performed for 1 hr and the solution was chromatographed over Sephadex LH-20 using (H2O -MeOH, 10:0-3:7) to give ellagic acid (1H-NMR in DMSO-d6 : δ 7.45, 2H, s), gallic acid (1H-NMR in acetone-d6 : δ 7.14, 2H, s) and glucose (Rf=0.45, cellulose plate, n-BuOH:pyridine:H2O=6:4:3, under aniline hydrogen phthalate spray as brown spot) Reactants: COc1ccc(CCC2CNCCN2)cc1, CS(C)=O, CCOC(C)=O, CCN(C(C)C)C(C)C, Cl, NC1=Nc2ccc(F)cc2Nc2sc3ccccc3c21, [Na+], [OH-], Cc1ccccc1. The product is COc1ccc(CCC2CN(C3=Nc4ccc(F)cc4Nc4sc5ccccc5c43)CCN2)cc1. RXN SMILES: [CH3:22][O:23][c:24]1[cH:25][cH:26][c:27]([CH2:30][CH2:31][CH:32]2[NH:33][CH2:34][CH2:35][NH:36][CH2:37]2)[cH:28][cH:29]1.[CH3:54][S:55]([CH3:56])=[O:57].[CH3:58][CH2:59][O:60][C:61](=[O:62])[CH3:63].[CH:38]([N:39]([CH:40]([CH3:41])[CH3:42])[CH2:43][CH3:44])([CH3:45])[CH3:46].[ClH:1].[F:2][c:3]1[cH:4][cH:5][c:6]2[c:7]([cH:21]1)[NH:8][c:9]1[s:10][c:11]3[c:12]([c:13]1[C:14]([NH2:16])=[N:15]2)[cH:17][cH:18][cH:19][cH:20]3.[Na+:65].[OH-:64].[c:47]1([CH3:48])[cH:49][cH:50][cH:51][cH:52][cH:53]1>>[F:2][c:3]1[cH:4][cH:5][c:6]2[c:7]([cH:21]1)[NH:8][c:9]1[s:10][c:11]3[c:12]([c:13]1[C:14]([N:16]1[CH2:35][CH2:34][NH:33][CH:32]([CH2:31][CH2:30][c:27]4[cH:26][cH:25][c:24]([O:23][CH3:22])[cH:29][cH:28]4)[CH2:37]1)=[N:15]2)[cH:17][cH:18][cH:19][cH:20]3. Reactants: OC(CN1N=C2CCCC=3C2=C1C=C(C3)O)C (2-(2-Hydroxypropyl)-2,6,7,8-tetrahydro-benzo[cd]indazol-4-ol), C(=O)([O-])[O-].[K+].[K+] (K2CO3), C(C1=CC=CC=C1)Br (benzyl bromide). Solvent: C(C)O (ethanol). Yields the product C(C1=CC=CC=C1)OC=1C=C2C=3C(=NN(C3C1)CC(C)O)CCC2 (1-(7-Benzyloxy-4,5-dihydro-3H-benzo[cd]indazol-1-yl)-propan-2-ol). Isolated yield 47.1%. RXN SMILES: [OH:1][CH:2]([CH3:17])[CH2:3][N:4]1[C:12]2[CH:13]=[C:14]([OH:16])[CH:15]=[C:10]3[C:11]=2[C:6]([CH2:7][CH2:8][CH2:9]3)=[N:5]1.C([O-])([O-])=O.[K+].[K+].[CH2:24](Br)[C:25]1[CH:30]=[CH:29][CH:28]=[CH:27][CH:26]=1>C(O)C>[CH2:24]([O:16][C:14]1[CH:15]=[C:10]2[CH2:9][CH2:8][CH2:7][C:6]3=[N:5][N:4]([CH2:3][CH:2]([OH:1])[CH3:17])[C:12]([CH:13]=1)=[C:11]23)[C:25]1[CH:30]=[CH:29][CH:28]=[CH:27][CH:26]=1 |f:1.2.3|. Procedure details: To a stirred solution of the product from Step E (1.2 g, 5.2 mmol) in ethanol (20 mL) was added K2CO3 (0.86 g, 6.3 mmol) followed by benzyl bromide (0.74 mL, 6.3 mmol) at room temperature. The resultant dark solution was heated at reflux for 4 h. Solvent was evaporated, the residue was diluted with 2 N HCl (60 mL), and this solution was extracted with ethyl acetate (3×50 mL). The combined extracts were washed with brine (30 mL), dried, and evaporated to a residue which was purified by column chr... The product is CC1(C)OC(c2ccc3nonc3c2)=C(c2ccc(OCc3ccc4ccccc4n3)cc2)C1=O. Reaction SMILES: [C:46](=[O:47])([O-:48])[O-:49].[CH3:19][C:20]1([CH3:21])[C:22]([CH3:23])([CH3:24])[O:25][B:26]([c:27]2[cH:28][cH:29][c:30]([O:31][CH2:32][c:33]3[n:34][c:35]4[cH:36][cH:37][cH:38][cH:39][c:40]4[cH:41][cH:42]3)[cH:43][cH:44]2)[O:45]1.[CH3:52][c:53]1[cH:54][cH:55][cH:56][cH:57][cH:58]1.[Cs+:50].[Cs+:51].[OH2:59].[n:1]1[o:2][n:3][c:4]2[c:5]1[cH:6][cH:7][c:8]([C:10]1=[C:11]([Br:18])[C:12](=[O:17])[C:13]([CH3:15])([CH3:16])[O:14]1)[cH:9]2>>[n:1]1[o:2][n:3][c:4]2[c:5]1[cH:6][cH:7][c:8]([C:10]1=[C:11]([c:27]3[cH:28][cH:29][c:30]([O:31][CH2:32][c:33]4[n:34][c:35]5[cH:36][cH:37][cH:38][cH:39][c:40]5[cH:41][cH:42]4)[cH:43][cH:44]3)[C:12](=[O:17])[C:13]([CH3:15])([CH3:16])[O:14]1)[cH:9]2. The reactants are O=C([O-])[O-], CC1(C)OB(c2ccc(OCc3ccc4ccccc4n3)cc2)OC1(C)C, Cc1ccccc1, [Cs+], [Cs+], O, CC1(C)OC(c2ccc3nonc3c2)=C(Br)C1=O.